From a dataset of the Open Reaction Database (ORD), a public repository of structured organic reaction records. describe an organic reaction: reactants, conditions, products, and yield Starting materials: N (NH3), S(O)(O)(=O)=O (sulfuric acid), OC(C(=O)NN)(C)C=1SC=C(N1)C (2-hydroxy-2-(4-methyl-1,3-thiazol-2-yl)propanohydrazide), OC(C(=O)NN)(C)C=1SC=C(N1)C (2-hydroxy-2-(4-methyl-1,3-thiazol-2-yl)propanohydrazide), Intermediate 79, FC=1C(=NC=CC1C)CN1N=C(C=C1)N=C=S (3-fluoro-2-[(3-isothiocyanato-1H-pyrazol-1-yl)methyl]-4-methylpyridine). Run in O (water), C(C)(=O)OCC (ethyl acetate), C(C)O (ethanol). Run at time 8 hour. Yields the product FC=1C(=NC=CC1C)CN1N=C(C=C1)NC1=NN=C(S1)C(C)(O)C=1SC=C(N1)C (1-[5-({1-[(3-fluoro-4-methyl-2-pyridinyl)methyl]-1H-pyrazol-3-yl}amino)-1,3,4-thiadiazol-2-yl]-1-(4-methyl-1,3-thiazol-2-yl)ethanol). Yield: 68.3%. Reaction SMILES: [OH:1][C:2]([C:8]1[S:9][CH:10]=[C:11]([CH3:13])[N:12]=1)([CH3:7])[C:3]([NH:5][NH2:6])=O.[F:14][C:15]1[C:16]([CH2:22][N:23]2[CH:27]=[CH:26][C:25]([N:28]=[C:29]=[S:30])=[N:24]2)=[N:17][CH:18]=[CH:19][C:20]=1[CH3:21].S(=O)(=O)(O)O.N>C(O)C.O.C(OCC)(=O)C>[F:14][C:15]1[C:16]([CH2:22][N:23]2[CH:27]=[CH:26][C:25]([NH:28][C:29]3[S:30][C:3]([C:2]([C:8]4[S:9][CH:10]=[C:11]([CH3:13])[N:12]=4)([OH:1])[CH3:7])=[N:5][N:6]=3)=[N:24]2)=[N:17][CH:18]=[CH:19][C:20]=1[CH3:21]. Procedure: A mixture of Intermediate 107, 2-hydroxy-2-(4-methyl-1,3-thiazol-2-yl)propanohydrazide (82 mg, 0.407 mmol), and Intermediate 79, 3-fluoro-2-[(3-isothiocyanato-1H-pyrazol-1-yl)methyl]-4-methylpyridine (84 mg, 0.340 mmol) in ethanol (6 mL) was heated under reflux for 3 h. Reaction mixture was concentrated and residue was treated with sulfuric acid (2 mL, 37.5 mmol) at 0° C., and the resulting mixture was allowed to reach room temperature overnight. Reaction mixture was placed in an ice-bath and tr... Run at time 1 hour. The product is IC=1C(=NC(N([C@H]2C[C@H](O)[C@@H](COS(=O)(=O)C3=CC=C(C=C3)C)O2)C1)=O)N (5-Iodo-5'-O-p-tolylsulfonyl-2'-deoxycytidine). Reported procedure: To a suspension of 5-iodo-2'deoxycytidine (17.65g, 50.00 mmol) in 250 ml of dry pyridine at 0° (ice bath) is added p-toluenesulfonyl chloride (11.50g, 60.00 mmol). The reaction mixture is stirred at 0° for 1 h and then stored at 3° in the dark with stirring for an additional 23 h. At the end of the reaction a clear solution is obtained, to which 15 ml of methanol is added. After standing for 30 min, the solvent is removed under diminished pressure at room temperature to afford a syrup which is c... Starting materials: CO (methanol), IC=1C(=NC(N([C@H]2C[C@H](O)[C@@H](CO)O2)C1)=O)N (5-iodo-2'deoxycytidine), CO (methanol), C1(=CC=C(C=C1)S(=O)(=O)Cl)C (p-toluenesulfonyl chloride). Run in N1=CC=CC=C1 (pyridine). The yield is 79.8%. Reaction SMILES: [I:1][C:2]1[C:3]([NH2:17])=[N:4][C:5](=[O:16])[N:6]([CH:15]=1)[C@@H:7]1[O:14][C@H:11]([CH2:12][OH:13])[C@@H:9]([OH:10])[CH2:8]1.[C:18]1([CH3:28])[CH:23]=[CH:22][C:21]([S:24](Cl)(=[O:26])=[O:25])=[CH:20][CH:19]=1.CO>N1C=CC=CC=1>[I:1][C:2]1[C:3]([NH2:17])=[N:4][C:5](=[O:16])[N:6]([CH:15]=1)[C@@H:7]1[O:14][C@H:11]([CH2:12][O:13][S:24]([C:21]2[CH:22]=[CH:23][C:18]([CH3:28])=[CH:19][CH:20]=2)(=[O:26])=[O:25])[C@@H:9]([OH:10])[CH2:8]1.